From a dataset of the Open Reaction Database (ORD), a public repository of structured organic reaction records. describe an organic reaction: reactants, conditions, products, and yield The reactants are COc1ccc(CCl)cc1C, Cc1ccccc1, c1ccc(P(c2ccccc2)c2ccccc2)cc1. Product: COc1ccc(C[P+](c2ccccc2)(c2ccccc2)c2ccccc2)cc1C, [Cl-]. Reaction SMILES: [CH3:1][O:2][c:3]1[c:4]([CH3:11])[cH:5][c:6]([CH2:9][Cl:10])[cH:7][cH:8]1.[CH3:31][c:32]1[cH:33][cH:34][cH:35][cH:36][cH:37]1.[c:12]1([P:18]([c:19]2[cH:20][cH:21][cH:22][cH:23][cH:24]2)[c:25]2[cH:26][cH:27][cH:28][cH:29][cH:30]2)[cH:13][cH:14][cH:15][cH:16][cH:17]1>>[CH3:1][O:2][c:3]1[c:4]([CH3:11])[cH:5][c:6]([CH2:9][P+:18]([c:12]2[cH:13][cH:14][cH:15][cH:16][cH:17]2)([c:19]2[cH:20][cH:21][cH:22][cH:23][cH:24]2)[c:25]2[cH:26][cH:27][cH:28][cH:29][cH:30]2)[cH:7][cH:8]1.[Cl-:10]. Starting materials: O=C1CCC(=O)N1Br, CC(C)=O, O=c1[nH]nc(-c2ccncc2)cc1-c1cc2ccccc2[nH]1. Product: O=c1[nH]nc(-c2ccncc2)cc1-c1[nH]c2ccccc2c1Br. Reaction SMILES: [Br:23][N:24]1[C:25](=[O:26])[CH2:27][CH2:28][C:29]1=[O:30].[CH3:31][C:32](=[O:33])[CH3:34].[nH:1]1[c:2](-[c:10]2[c:11](=[O:22])[nH:12][n:13][c:14](-[c:16]3[cH:17][cH:18][n:19][cH:20][cH:21]3)[cH:15]2)[cH:3][c:4]2[cH:5][cH:6][cH:7][cH:8][c:9]12>>[nH:1]1[c:2](-[c:10]2[c:11](=[O:22])[nH:12][n:13][c:14](-[c:16]3[cH:17][cH:18][n:19][cH:20][cH:21]3)[cH:15]2)[c:3]([Br:23])[c:4]2[cH:5][cH:6][cH:7][cH:8][c:9]12. The reactants are FC1=C(C(=O)NC2=C(C=NC=C2F)F)C(=CC=C1)[N+](=O)[O-] (2-fluoro-N-(3,5-difluoropyridin-4-yl)-6-nitrobenzamide), S(=O)(Cl)Cl (thionyl chloride). The product is FC1=C(C(=NC2=C(C=NC=C2F)F)Cl)C(=CC=C1)[N+](=O)[O-] (2-Fluoro-N-(3,5-difluoropyridin-4-yl)-6-nitrobenzimidoyl chloride). RXN SMILES: [F:1][C:2]1[CH:18]=[CH:17][CH:16]=[C:15]([N+:19]([O-:21])=[O:20])[C:3]=1[C:4]([NH:6][C:7]1[C:12]([F:13])=[CH:11][N:10]=[CH:9][C:8]=1[F:14])=O.S(Cl)([Cl:24])=O>>[F:1][C:2]1[CH:18]=[CH:17][CH:16]=[C:15]([N+:19]([O-:21])=[O:20])[C:3]=1[C:4]([Cl:24])=[N:6][C:7]1[C:12]([F:13])=[CH:11][N:10]=[CH:9][C:8]=1[F:14]. Reported procedure: A mixture of 2-fluoro-N-(3,5-difluoropyridin-4-yl)-6-nitrobenzamide (10.81 g, 36.4 mmol) in thionyl chloride (95 mL) was heated under reflux for 3 days under a nitrogen atmosphere. After cooling to room temperature, the volatiles were removed under reduced pressure and the resultant residue was azeotroped with toluene (×3) to afford the title compound as a yellow/pale brown solid (12.05 g, quantitative). LCMS (Method D): RT=3.64 min, m/z: 316 [M+H+]. Reactants: C(C1=CC=CC=C1)OC=1C=CC(=C(C1)C1C(N(C2=CC=CC=C12)C(C1=CC=CC=C1)C1=CC=CC=C1)=O)O (3-[5-(benzyloxy)-2-hydroxyphenyl]-1-(diphenylmethyl)-1,3-dihydro-2H-indol-2-one), C1(=CC=CC=C1)C(N1C(C(C2=CC=CC=C12)C1=C(C=C(C(=C1)C)OC)O)=O)C1=CC=CC=C1 (1-(diphenylmethyl)-3-(2-hydroxy-4-methoxy-5-methylphenyl)-1,3-dihydro-2H-indol-2-one). The product is C(C1=CC=CC=C1)OC=1C=CC2=C(C1)C1(C(N(C3=CC=CC=C13)C(C1=CC=CC=C1)C1=CC=CC=C1)=O)CO2 (5-(benzyloxy)-1′-(diphenylmethyl)spiro[1-benzofuran-3,3′-indol]-2′(1′H)-one). Reaction SMILES: [CH2:1]([O:8][C:9]1[CH:10]=[CH:11][C:12]([OH:38])=[C:13]([CH:15]2[C:23]3[C:18](=[CH:19][CH:20]=[CH:21][CH:22]=3)[N:17]([CH:24]([C:31]3[CH:36]=[CH:35][CH:34]=[CH:33][CH:32]=3)[C:25]3[CH:30]=[CH:29][CH:28]=[CH:27][CH:26]=3)[C:16]2=[O:37])[CH:14]=1)[C:2]1[CH:7]=[CH:6][CH:5]=[CH:4][CH:3]=1.[C:39]1(C(C2C=CC=CC=2)N2C3C(=CC=CC=3)C(C3C=C(C)C(OC)=CC=3O)C2=O)C=CC=CC=1>>[CH2:1]([O:8][C:9]1[CH:10]=[CH:11][C:12]2[O:38][CH2:39][C:15]3([C:23]4[C:18](=[CH:19][CH:20]=[CH:21][CH:22]=4)[N:17]([CH:24]([C:25]4[CH:26]=[CH:27][CH:28]=[CH:29][CH:30]=4)[C:31]4[CH:32]=[CH:33][CH:34]=[CH:35][CH:36]=4)[C:16]3=[O:37])[C:13]=2[CH:14]=1)[C:2]1[CH:3]=[CH:4][CH:5]=[CH:6][CH:7]=1. Procedure: Following the procedure as described in EXAMPLE 2 and making non-critical variations using 3-[5-(benzyloxy)-2-hydroxyphenyl]-1-(diphenylmethyl)-1,3-dihydro-2H-indol-2-one to replace 1-(diphenylmethyl)-3-(2-hydroxy-4-methoxy-5-methylphenyl)-1,3-dihydro-2H-indol-2-one, 5-(benzyloxy)-1′-(diphenylmethyl)spiro[1-benzofuran-3,3′-indol]-2′(1′H)-one was obtained (88%): 1H NMR (300 MHz, CDCl3) δ7.43-7.26 (m, 15H), 7.17-7.10 (m, 1H), 7.06 (s, 1H), 7.05-6.91 (m, 2H), 6.90-6.76 (m, 2H), 6.55-6.46 (m, 1H), 6... Starting materials: CC1=C(C=O)C=CC=C1 (2-methylbenzaldehyde), NC1=NNC=C1 (3-aminopyrazole), O=C(CC(=O)OCC)CCC (ethyl 3-ketohexanoate). Yields the product CC1=C(C=CC=C1)C1C=2C(NC(=C1C(=O)OCC)CCC)=NNC2 (Ethyl 4,7-dihydro-4-(2-methylphenyl)-6-propyl-2H-pyrazolo[3,4-b]pyridine-5-carboxylate). Reaction SMILES: [CH3:1][C:2]1[CH:9]=[CH:8][CH:7]=[CH:6][C:3]=1[CH:4]=O.[NH2:10][C:11]1[CH:15]=[CH:14][NH:13][N:12]=1.O=[C:17]([CH2:24][CH2:25][CH3:26])[CH2:18][C:19]([O:21][CH2:22][CH3:23])=[O:20]>>[CH3:1][C:2]1[CH:9]=[CH:8][CH:7]=[CH:6][C:3]=1[CH:4]1[C:18]([C:19]([O:21][CH2:22][CH3:23])=[O:20])=[C:17]([CH2:24][CH2:25][CH3:26])[NH:10][C:11]2=[N:12][NH:13][CH:14]=[C:15]12. Reported procedure: The title compound was prepared from 2-methylbenzaldehyde, 3-aminopyrazole and ethyl 3-ketohexanoate in the same manner as in Example 25. Solvent: CC(=O)C (acetone). Yield: 57.5%. Starting materials: CC1N(C1)C=1C2=C(N=C(N1)C)C(=NN2C)C (7-(2-methylaziridinyl)-1,3,5-trimethylpyrazolo[4,3-d]pyrimidine), [I-].[Na+] (sodium iodide). Yields the product CN1N=C(C2=C1C=1N(C(=N2)C)CC(N1)C)C (7,8-Dihydro-1,3,5,8-tetramethyl-1H-imidazo[1,2-c]pyrazolo[3,4-]pyrimidine). As a reaction SMILES: [CH3:1][CH:2]1[CH2:4][N:3]1[C:5]1[C:6]2[N:14]([CH3:15])[N:13]=[C:12]([CH3:16])[C:7]=2[N:8]=[C:9]([CH3:11])[N:10]=1.[I-].[Na+]>CC(C)=O>[CH3:15][N:14]1[C:6]2[C:5]3[N:10]([CH2:4][CH:2]([CH3:1])[N:3]=3)[C:9]([CH3:11])=[N:8][C:7]=2[C:12]([CH3:16])=[N:13]1 |f:1.2|. Procedure details: The above aziridine (4.4 g, 0.02 mol) in 50 ml of acetone is stirred under reflux with 3.5 g of sodium iodide for three hours and evaporated in vacuo. The residue is partitioned in 150 ml of methylene dichloride and 50 ml of 20% aqueous sodium carbonate solution. The organic layer is separated, dried (MgSO4) and evaporated in vacuo. The resulting solid is recrystallized from acetonitrile to give 2.5 g of the title compound, mp 169°-172° C. Reaction conditions: time 5 hour. The product is NC=1C=CC2=C(C(C(C(O2)(C)C)C)=O)C1 (6-amino-2,2,3-trimethyl-3,4-dihydro-2H-1-benzopyran-4-one). Procedure: A mixture of of 6-nitro-2,2,3-trimethyl-3,4-dihydro-2H-1-benzopyran-4-one (23.5 g, 0.1 mol) and 10% palladium on carbon (2 g) in methanol was stirred under an atmosphere of hydrogen at 40°-50° C. for five hours at atmospheric pressure. The solution was then filtered, and the solvent removed from the filtrate under reduced pressure to give 21 g of 6-amino-2,2,3-trimethyl-3,4-dihydro-2H-1-benzopyran-4-one as an oil. B. To a mixture of water (293 ml) and concentrated hydrochloric acid (25.7 ml) at ... Reagents/catalysts: [Pd] (palladium on carbon). Solvent: CO (methanol). The reactants are [N+](=O)([O-])C=1C=CC2=C(C(C(C(O2)(C)C)C)=O)C1 (6-nitro-2,2,3-trimethyl-3,4-dihydro-2H-1-benzopyran-4-one). Isolated yield 102.3%. As a reaction SMILES: [N+:1]([C:4]1[CH:5]=[CH:6][C:7]2[O:12][C:11]([CH3:14])([CH3:13])[CH:10]([CH3:15])[C:9](=[O:16])[C:8]=2[CH:17]=1)([O-])=O>[Pd].CO>[NH2:1][C:4]1[CH:5]=[CH:6][C:7]2[O:12][C:11]([CH3:14])([CH3:13])[CH:10]([CH3:15])[C:9](=[O:16])[C:8]=2[CH:17]=1. The reactants are CNC(=O)NN, CCO, CC(=O)O, CC(C)N(CCN1C(=O)C(=O)c2ccccc21)C(C)C, O. Product: CNC(=O)NN=C1C(=O)N(CCN(C(C)C)C(C)C)c2ccccc21. As a reaction SMILES: [CH3:21][NH:22][C:23]([NH:24][NH2:25])=[O:26].[CH3:27][CH2:28][OH:29].[CH3:31][C:32](=[O:33])[OH:34].[CH:1]([CH3:2])([CH3:3])[N:4]([CH2:5][CH2:6][N:7]1[C:8](=[O:9])[C:10](=[O:11])[c:12]2[cH:13][cH:14][cH:15][cH:16][c:17]21)[CH:18]([CH3:19])[CH3:20].[OH2:30]>>[CH:1]([CH3:2])([CH3:3])[N:4]([CH2:5][CH2:6][N:7]1[C:8](=[O:9])[C:10](=[N:25][NH:24][C:23]([NH:22][CH3:21])=[O:26])[c:12]2[cH:13][cH:14][cH:15][cH:16][c:17]21)[CH:18]([CH3:19])[CH3:20]. Reactants: ClCl (Chlorine), C(CCC)C=1N(C(NN1)=S)CC1=CC=C(C=C1)[N+](=O)[O-] (5-n-butyl-2,4-dihydro-4-(4-nitrobenzyl)-3H-1,2,4-triazole-3-thione). Run in C(Cl)Cl (CH2Cl2). Yields the product C(CCC)C1=NN=C(N1CC1=CC=C(C=C1)[N+](=O)[O-])Cl (3-n-Butyl-5-chloro-4-(4-nitrobenzyl)-4H-1,2,4-triazole). RXN SMILES: [Cl:1]Cl.[CH2:3]([C:7]1[N:8]([CH2:13][C:14]2[CH:19]=[CH:18][C:17]([N+:20]([O-:22])=[O:21])=[CH:16][CH:15]=2)[C:9](=S)[NH:10][N:11]=1)[CH2:4][CH2:5][CH3:6]>C(Cl)Cl>[CH2:3]([C:7]1[N:8]([CH2:13][C:14]2[CH:19]=[CH:18][C:17]([N+:20]([O-:22])=[O:21])=[CH:16][CH:15]=2)[C:9]([Cl:1])=[N:10][N:11]=1)[CH2:4][CH2:5][CH3:6]. Procedure: Chlorine gas was bubbled through a stirred solution of 5.00 g (17.1 mmole) of 5-n-butyl-2,4-dihydro-4-(4-nitrobenzyl)-3H-1,2,4-triazole-3-thione in 260 ml of dry CH2Cl2 for 1.5 hours. A precipitate formed after 10 minutes. (This material, which is not the desired final product, is not isolated). The reaction mixture was poured into 400 ml of ethyl acetate and washed with 3×500 ml of saturated NaHCO3 solution, 400 ml of H2O, and finally 400 ml of saturated NaCl solution. The ethyl acetate phase w... The reactants are CO[C@@H](C(=O)O)C ((R)-(+)-2-methoxypropionic acid), ClC=1C=C(C=CC1OCC1=NC=CC=C1)NC1=NC=NC2=CC=CC(=C12)O[C@@H](CNC)C (N-[3-chloro-4-(pyridin-2-ylmethoxy)phenyl]-5-[(1R)-1-methyl-2-(methylamino)ethoxy]quinazolin-4-amine). Yields the product ClC=1C=C(C=CC1OCC1=NC=CC=C1)NC1=NC=NC2=CC=CC(=C12)O[C@@H](CN(C([C@@H](C)OC)=O)C)C ((2R)-N-{(2R)-2-[(4-{[3-Chloro-4-(pyridin-2-ylmethoxy)phenyl]amino}quinazolin-5-yl)oxy]propyl}-2-methoxy-N-methylpropanamide). Isolated yield 44.0%. Reaction SMILES: [CH3:1][O:2][C@H:3]([CH3:7])[C:4]([OH:6])=O.[Cl:8][C:9]1[CH:10]=[C:11]([NH:23][C:24]2[C:33]3[C:28](=[CH:29][CH:30]=[CH:31][C:32]=3[O:34][C@H:35]([CH3:39])[CH2:36][NH:37][CH3:38])[N:27]=[CH:26][N:25]=2)[CH:12]=[CH:13][C:14]=1[O:15][CH2:16][C:17]1[CH:22]=[CH:21][CH:20]=[CH:19][N:18]=1>>[Cl:8][C:9]1[CH:10]=[C:11]([NH:23][C:24]2[C:33]3[C:28](=[CH:29][CH:30]=[CH:31][C:32]=3[O:34][C@H:35]([CH3:39])[CH2:36][N:37]([CH3:38])[C:4](=[O:6])[C@H:3]([O:2][CH3:1])[CH3:7])[N:27]=[CH:26][N:25]=2)[CH:12]=[CH:13][C:14]=1[O:15][CH2:16][C:17]1[CH:22]=[CH:21][CH:20]=[CH:19][N:18]=1. Procedure details: The procedure described in Example 1 was repeated using (R)-(+)-2-methoxypropionic acid and N-[3-chloro-4-(pyridin-2-ylmethoxy)phenyl]-5-[(1R)-1-methyl-2-(methylamino)ethoxy]quinazolin-4-amine (obtained as described in Example 2.3, preparation of starting materials) to give the title compound as a brown gum in 44% yield; NMR spectrum (DMSO-d6 373K) 1.11 (d, 3H), 1.37 (d, 3H), 2.97 (s, 3H), 3.09 (s, 3H), 3.38 (m, 1H), 4.17 (q, 1H), 4.26 (dd, 1H), 5.16 (m, 1H), 5.28 (s, 2H), 7.24 (m, 2H), 7.33 (d,...